The task is: describe an organic reaction: reactants, conditions, products, and yield. This data is from the Open Reaction Database (ORD), a public repository of structured organic reaction records. The reactants are C=CC1=CC=CC=C1 (Styrene), C[SiH](O[SiH](C)C)C (1,1,3,3-tetramethyldisiloxane). Run in C1(=CC=CC=C1)C (toluene). Run at temperature 60 celsius. Product: C=CC1=CC=CC=C1.C[SiH](O[SiH](C)C)C (styrene 1,1,3,3-tetramethyldisiloxane). The yield is 93.0%. As a reaction SMILES: [CH2:1]=[CH:2][C:3]1[CH:8]=[CH:7][CH:6]=[CH:5][CH:4]=1.[CH3:9][SiH:10]([CH3:15])[O:11][SiH:12]([CH3:14])[CH3:13]>C1(C)C=CC=CC=1>[CH2:1]=[CH:2][C:3]1[CH:8]=[CH:7][CH:6]=[CH:5][CH:4]=1.[CH3:9][SiH:10]([CH3:15])[O:11][SiH:12]([CH3:14])[CH3:13] |f:3.4|. Procedure details: 252 mg Styrene, 91 mg 1,1,3,3-tetramethyldisiloxane, and 64 mg toluene were placed in a nitrogen-purged glass tube. This was followed by the addition of 9 mg dimethylacetoxysilane and 0.002 mL of a toluene solution (platinum content=0.4 weight %) of a zero-valent platinum complexed with divinylsiloxane. The tube was then sealed with Teflon® tape and a rubber septum and heated for 2 hours in an oil bath at 60° C. After cooling, GC analysis of the product showed the following: the 1,1,3,3-tetramet... Reactants: ClC=1N=CC=C2C1NC=C2 (7-chloro-1H-pyrrolo[2,3-c]pyridine), C1(CC1)C(=O)N (cyclopropanamide). The product is N1C=CC=2C1=C(N=CC2)NC(=O)C2CC2 (N-(1H-pyrrolo[2,3-c]pyridin-7-yl)cyclopropanecarboxamide). Isolated yield 7.6%. As a reaction SMILES: Cl[C:2]1[N:3]=[CH:4][CH:5]=[C:6]2[CH:10]=[CH:9][NH:8][C:7]=12.[CH:11]1([C:14]([NH2:16])=[O:15])[CH2:13][CH2:12]1>>[NH:8]1[C:7]2=[C:2]([NH:16][C:14]([CH:11]3[CH2:13][CH2:12]3)=[O:15])[N:3]=[CH:4][CH:5]=[C:6]2[CH:10]=[CH:9]1. Procedure details: N-(1H-pyrrolo[2,3-c]pyridin-7-yl)cyclopropanecarboxamide (Intermediate 7, yield: 7.59%) was synthesized from 7-chloro-1H-pyrrolo[2,3-c]pyridine using cyclopropanamide.